This data is from the Open Reaction Database (ORD), a public repository of structured organic reaction records. The task is: describe an organic reaction: reactants, conditions, products, and yield Reactants: hydrochloride salt, CC1=CC=C(C=C1)S(=O)(=O)OCC1OC2=C(C1)C=C(C=C2C2=C(C=CC=C2C)C)Cl ([5-chloro-7-(2,6-dimethylphenyl)-2,3-dihydro-1-benzofuran-2-yl]methyl 4-methylbenzenesulfonate), C(CC)N (propylamine). Product: ClC=1C=C(C2=C(CC(O2)CNCCC)C1)C1=C(C=CC=C1C)C ((±)-N-{[5-chloro-7-(2,6-dimethylphenyl)-2,3-dihydro-1-benzofuran-2-yl]methyl}propan-1-amine). As a reaction SMILES: CC1C=CC(S(O[CH2:12][CH:13]2[CH2:17][C:16]3[CH:18]=[C:19]([Cl:30])[CH:20]=[C:21]([C:22]4[C:27]([CH3:28])=[CH:26][CH:25]=[CH:24][C:23]=4[CH3:29])[C:15]=3[O:14]2)(=O)=O)=CC=1.[CH2:31]([NH2:34])[CH2:32][CH3:33]>>[Cl:30][C:19]1[CH:20]=[C:21]([C:22]2[C:27]([CH3:28])=[CH:26][CH:25]=[CH:24][C:23]=2[CH3:29])[C:15]2[O:14][CH:13]([CH2:12][NH:34][CH2:31][CH2:32][CH3:33])[CH2:17][C:16]=2[CH:18]=1. Procedure: The title compound was prepared (0.094 g, 76%) following the general procedure of Example 390 as a white solid, hydrochloride salt from (±)-([5-chloro-7-(2,6-dimethylphenyl)-2,3-dihydro-1-benzofuran-2-yl]methyl 4-methylbenzenesulfonate (0.15 g, 0.338 mmol) and propylamine (0.40 g, 6.76 mmol) mp 200-202° C. Starting materials: CN(C)c1ccncc1, C(=NC1CCCCC1)=NC1CCCCC1, ClCCl, OCc1ccccc1, O=C(O)c1cc2ccccc2[nH]1. Yields the product O=C(OCc1ccccc1)c1cc2ccccc2[nH]1. RXN SMILES: [CH3:36][N:37]([CH3:38])[c:39]1[cH:40][cH:41][n:42][cH:43][cH:44]1.[CH:21]1([N:22]=[C:23]=[N:24][CH:25]2[CH2:26][CH2:27][CH2:28][CH2:29][CH2:30]2)[CH2:31][CH2:32][CH2:33][CH2:34][CH2:35]1.[Cl:45][CH2:46][Cl:47].[OH:13][CH2:14][c:15]1[cH:16][cH:17][cH:18][cH:19][cH:20]1.[nH:1]1[c:2]([C:10](=[O:11])[OH:12])[cH:3][c:4]2[cH:5][cH:6][cH:7][cH:8][c:9]12>>[nH:1]1[c:2]([C:10](=[O:11])[O:12][CH2:14][c:15]2[cH:16][cH:17][cH:18][cH:19][cH:20]2)[cH:3][c:4]2[cH:5][cH:6][cH:7][cH:8][c:9]12. The reactants are Cl (HCl), CS(=O)C1=NN2C(C=N1)=CC=C2C2=C(C=C(C=C2)C)N(S(=O)(=O)C)C (N-[2-(2-Methanesulfinyl-pyrrolo[2,1-f][1,2,4]triazin-7-yl)-5-methyl-phenyl]-N-methyl-methanesulfonamide), [OH-].[Na+] (NaOH). Conditions: temperature 80 celsius, time 3 hour. Product: OC1=NN2C(C=N1)=CC=C2C2=C(C=C(C=C2)C)N(S(=O)(=O)C)C (N-[2-(2-Hydroxy-pyrrolo[2,1-f][1,2,4]triazin-7-yl)-5-methyl-phenyl]-N-methyl-methanesulfonamide), solid. The yield is 55.0%. As a reaction SMILES: CS([C:4]1[N:9]=[CH:8][C:7]2=[CH:10][CH:11]=[C:12]([C:13]3[CH:18]=[CH:17][C:16]([CH3:19])=[CH:15][C:14]=3[N:20]([CH3:25])[S:21]([CH3:24])(=[O:23])=[O:22])[N:6]2[N:5]=1)=O.[OH-:26].[Na+].Cl>>[OH:26][C:4]1[N:9]=[CH:8][C:7]2=[CH:10][CH:11]=[C:12]([C:13]3[CH:18]=[CH:17][C:16]([CH3:19])=[CH:15][C:14]=3[N:20]([CH3:25])[S:21]([CH3:24])(=[O:23])=[O:22])[N:6]2[N:5]=1 |f:1.2|. Reported procedure: A mixture of N-[2-(2-Methanesulfinyl-pyrrolo[2,1-f][1,2,4]triazin-7-yl)-5-methyl-phenyl]-N-methyl-methanesulfonamide (315 mg, 0.832 mmol) in 5M NaOH (10 mL, 10 mmol) was stirred at 80° C. After 3 h, HPLC and MS showed product formation with no SM. The mixture was cooled to RT and pH of the solution was adjusted to 4 by adding HCl. The mixture was repeatedly extracted from EtOAc. Combined organic was washed with brine and was dried over magnesium sulfate. After solvent evaporation, N-[2-(2-Hydrox... Starting materials: CC1=C(CS)C=CC=C1 (2-methylbenzylmercaptan), CS(=O)(=O)O[C@@H]1[C@]2(C)[C@@H](CC1)[C@@H]1CCC3=CC(C=C[C@]3(C)[C@H]1C(C2)=O)=O (17β-methanesulfonyloxy-1,4-androstadiene-3,11-dione). The product is CC1=C(CS[C@H]2[C@]3(C)[C@@H](CC2)[C@@H]2CCC4=CC(C=C[C@]4(C)[C@H]2C(C3)=O)=O)C=CC=C1 (17α-(2'-Methylbenzylthio)-1,4-Androstadiene-3,11-Dione). Reaction SMILES: [CH3:1][C:2]1[CH:9]=[CH:8][CH:7]=[CH:6][C:3]=1[CH2:4][SH:5].CS(O[C@H:15]1[CH2:20][CH2:19][C@H:18]2[C@H:21]3[C@H:31]([C:32](=[O:34])[CH2:33][C@:16]12[CH3:17])[C@:29]1([CH3:30])[C:24](=[CH:25][C:26](=[O:35])[CH:27]=[CH:28]1)[CH2:23][CH2:22]3)(=O)=O>>[CH3:1][C:2]1[CH:9]=[CH:8][CH:7]=[CH:6][C:3]=1[CH2:4][S:5][C@@H:15]1[CH2:20][CH2:19][C@H:18]2[C@H:21]3[C@H:31]([C:32](=[O:34])[CH2:33][C@:16]12[CH3:17])[C@:29]1([CH3:30])[C:24](=[CH:25][C:26](=[O:35])[CH:27]=[CH:28]1)[CH2:23][CH2:22]3. Reported procedure: In a manner similar to that described in Example 1A, 2-methylbenzylmercaptan is reacted with 17β-methanesulfonyloxy-1,4-androstadiene-3,11-dione to obtain the title compound of this example.